Dataset: the Open Reaction Database (ORD), a public repository of structured organic reaction records. Task: describe an organic reaction: reactants, conditions, products, and yield Starting materials: C(C)(C)(C)[Li] (tert.butyllithium), solution, C(C)N(C(=O)C=1C(=NC=CC1)OC)CC (3-diethylaminocarbonyl 2-methoxy pyridine), CN(CCN(C)C)C (tetramethylethylenediamine), O1CCCC1 (tetrahydrofuran). Run in CCCCC (pentane). Conditions: temperature -80 celsius, time 20 minute. Product: C(C)N(C(=O)C1(CN=CC=C1[Li])OC)CC (3-diethylaminocarbonyl 4-lithio 3-methoxy pyridine). As a reaction SMILES: C([Li:5])(C)(C)C.[CH2:6]([N:8]([CH2:19][CH3:20])[C:9]([C:11]1[C:12](OC)=[N:13][CH:14]=[CH:15][CH:16]=1)=[O:10])[CH3:7].CN(C)CCN(C)C.[O:29]1[CH2:33]CCC1>CCCCC>[CH2:19]([N:8]([CH2:6][CH3:7])[C:9]([C:11]1([O:29][CH3:33])[C:16]([Li:5])=[CH:15][CH:14]=[N:13][CH2:12]1)=[O:10])[CH3:20]. Procedure details: Over a period of several minutes 0.0075 mole of tert.butyllithium (4.41 ml of a 1.7 molar solution in pentane) are added to a solution of 1.041 g (0.005 mole) of 3-diethylaminocarbonyl 2-methoxy pyridine and 1.13 ml (0.0075 mole) of tetramethylethylenediamine in 15 ml of tetrahydrofuran cooled to -80° C. while the temperature is maintained below -80° C. After 20 minutes at this temperature, an orange-colored solution of 3-diethylaminocarbonyl 4-lithio 3-methoxy pyridine is obtained which is used... The reactants are ClCCCl, CN(C)C=O, On1nnc2ccccc21, O=C(O)c1cccc2cccnc12, Nc1c[nH]nc1-c1nc2ccccc2[nH]1. Product: O=C(Nc1c[nH]nc1-c1nc2ccccc2[nH]1)c1cccc2cccnc12. Reaction SMILES: [CH2:29]([Cl:30])[CH2:31][Cl:32].[O:43]=[CH:44][N:45]([CH3:46])[CH3:47].[OH:33][n:34]1[c:35]2[c:36]([cH:37][cH:38][cH:39][cH:40]2)[n:41][n:42]1.[n:1]1[cH:2][cH:3][cH:4][c:5]2[cH:6][cH:7][cH:8][c:9]([C:11](=[O:12])[OH:13])[c:10]12.[nH:14]1[c:15](-[c:23]2[n:24][nH:25][cH:26][c:27]2[NH2:28])[n:16][c:17]2[c:18]1[cH:19][cH:20][cH:21][cH:22]2>>[n:1]1[cH:2][cH:3][cH:4][c:5]2[cH:6][cH:7][cH:8][c:9]([C:11](=[O:13])[NH:28][c:27]3[c:23](-[c:15]4[n:14][c:18]5[c:17]([nH:16]4)[cH:22][cH:21][cH:20][cH:19]5)[n:24][nH:25][cH:26]3)[c:10]12. Starting materials: N1CCOCC1 (Morpholine), N1=CC=CC=C1 (Pyridine), C1(CCCCC1)NC1=CC=CC=2N1N=C(N2)N (N5-cyclohexyl[1,2,4]triazolo[1,5-a]pyridine-2,5-diamine), Cl.ClCC1=CC=C(C=N1)C(=O)Cl (6-(chloromethyl)pyridine-3-carbonyl chloride hydrochloride). Solvent: C1CCOC1 (THF), C(Cl)Cl (DCM). Run at temperature 60 celsius, time 12 minute. Product: C1(CCCCC1)NC1=CC=CC=2N1N=C(N2)NC(C2=CN=C(C=C2)CN2CCOCC2)=O (N-[5-(cyclohexylamino)[1,2,4]triazolo[1,5-a]pyridin-2-yl]-6-(morpholin-4-ylmethyl)nicotinamide). Isolated yield 9.2%. As a reaction SMILES: N1C=CC=CC=1.[CH:7]1([NH:13][C:14]2[N:19]3[N:20]=[C:21]([NH2:23])[N:22]=[C:18]3[CH:17]=[CH:16][CH:15]=2)[CH2:12][CH2:11][CH2:10][CH2:9][CH2:8]1.Cl.Cl[CH2:26][C:27]1[N:32]=[CH:31][C:30]([C:33](Cl)=[O:34])=[CH:29][CH:28]=1.[NH:36]1[CH2:41][CH2:40][O:39][CH2:38][CH2:37]1>C(Cl)Cl.C1COCC1>[CH:7]1([NH:13][C:14]2[N:19]3[N:20]=[C:21]([NH:23][C:33](=[O:34])[C:30]4[CH:29]=[CH:28][C:27]([CH2:26][N:36]5[CH2:41][CH2:40][O:39][CH2:38][CH2:37]5)=[N:32][CH:31]=4)[N:22]=[C:18]3[CH:17]=[CH:16][CH:15]=2)[CH2:8][CH2:9][CH2:10][CH2:11][CH2:12]1 |f:2.3|. Procedure: Pyridine (198 mg; 2.5 mmol; 5.0 eq.) was added to a solution of N5-cyclohexyl[1,2,4]triazolo[1,5-a]pyridine-2,5-diamine ((A9), 116 mg; 0.50 mmol; 1.0 eq.) in DCM (2.0 mL). 6-(chloromethyl)pyridine-3-carbonyl chloride hydrochloride (190 mg; 1.0 mmol; 2.0 eq.) was added and the resulting black solution was stirred under reflux for 14 h. The solvents were evaporated to yield a black oil. Morpholine (218 mg; 2.5 mmol; 5.0 eq.) and THF (0.5 mL) were added to this residue, and the mixture was then sti... Reactants: BrC1=C2C(C(=O)N(C2=O)C2(CCCCC2)C(=O)N)=CC=C1Br (1-(3,4-dibromophthalimido)cyclohexanecarboxamide), [H][H] (hydrogen), C(C)(=O)O (acetic acid), C(C)(=O)[O-].[Na+] (sodium acetate). The reagents and catalysts are [Pd] (palladium on carbon). Product: BrC1=C2C(C(=O)N(C2=O)C2(CCCCC2)C(=O)N)=CC=C1 (1-(3-bromophthalimido) cyclohexanecarboxamide). Reaction SMILES: [Br:1][C:2]1[C:21](Br)=[CH:20][CH:19]=[C:4]2[C:5]([N:7]([C:10]3([C:16]([NH2:18])=[O:17])[CH2:15][CH2:14][CH2:13][CH2:12][CH2:11]3)[C:8](=[O:9])[C:3]=12)=[O:6].C(O)(=O)C.C([O-])(=O)C.[Na+].[H][H]>[Pd]>[Br:1][C:2]1[CH:21]=[CH:20][CH:19]=[C:4]2[C:5]([N:7]([C:10]3([C:16]([NH2:18])=[O:17])[CH2:15][CH2:14][CH2:13][CH2:12][CH2:11]3)[C:8](=[O:9])[C:3]=12)=[O:6] |f:2.3|. Procedure details: A solution of 1-(3,4-dibromophthalimido)cyclohexanecarboxamide in acetic acid containing one equivalent of sodium acetate is reduced with hydrogen in the presence of palladium on carbon to give the product 1-(3-bromophthalimido) cyclohexanecarboxamide, m.p. 199°-200° C. Reactants: O1C(COC2=CC=C(C3=CC=CC=C23)C=2CCC(NN2)=O)C1 (6-[4-(2,3-epoxypropoxy)-1-naphthyl]-4,5-dihydro-3(2H)-pyridazinone), C(C)(C)N (isopropylamine). Solvent: CO (methanol). The product is OC(COC1=CC=C(C2=CC=CC=C12)C=1CCC(NN1)=O)CNC(C)C (6-[4-(2-hydroxy-3-isopropylaminopropoxy)-1-naphthyl]-4,5-dihydro-3(2H)-pyridazinone). Isolated yield 75.0%. RXN SMILES: [O:1]1[CH2:22][CH:2]1[CH2:3][O:4][C:5]1[C:14]2[C:9](=[CH:10][CH:11]=[CH:12][CH:13]=2)[C:8]([C:15]2[CH2:16][CH2:17][C:18](=[O:21])[NH:19][N:20]=2)=[CH:7][CH:6]=1.[CH:23]([NH2:26])([CH3:25])[CH3:24]>CO>[OH:1][CH:2]([CH2:22][NH:26][CH:23]([CH3:25])[CH3:24])[CH2:3][O:4][C:5]1[C:14]2[C:9](=[CH:10][CH:11]=[CH:12][CH:13]=2)[C:8]([C:15]2[CH2:16][CH2:17][C:18](=[O:21])[NH:19][N:20]=2)=[CH:7][CH:6]=1. Procedure: A mixture of 6-[4-(2,3-epoxypropoxy)-1-naphthyl]-4,5-dihydro-3(2H)-pyridazinone (10 g, 0.034 mole), methanol (100 ml) and isopropylamine (17.4 ml, 0.2 mole) was heated under reflux for one hour. Evaporation under reduced pressure gave an oil which was purified on a silica column with chloroform-methanol to give 6-[4-(2-hydroxy-3-isopropylaminopropoxy)-1-naphthyl]-4,5-dihydro-3(2H)-pyridazinone (9g, 75%, m.p. 131°-135° C.). The hydrochloride, crystallised from 2-propanol had m.p. 195°-197° C. The reactants are COc1ccc(S(=O)(=O)Cl)cc1, Nc1ccc(-c2nc3ncc(Cl)c(Cl)c3[nH]2)cc1. Yields the product COc1ccc(S(=O)(=O)Nc2ccc(-c3nc4ncc(Cl)c(Cl)c4[nH]3)cc2)cc1. RXN SMILES: [CH3:19][O:20][c:21]1[cH:22][cH:23][c:24]([S:27](=[O:28])(=[O:29])[Cl:30])[cH:25][cH:26]1.[Cl:1][c:2]1[c:3]([Cl:18])[c:4]2[c:5]([n:6][cH:7]1)[n:8][c:9](-[c:11]1[cH:12][cH:13][c:14]([NH2:15])[cH:16][cH:17]1)[nH:10]2>>[Cl:1][c:2]1[c:3]([Cl:18])[c:4]2[c:5]([n:6][cH:7]1)[n:8][c:9](-[c:11]1[cH:12][cH:13][c:14]([NH:15][S:27]([c:24]3[cH:23][cH:22][c:21]([O:20][CH3:19])[cH:26][cH:25]3)(=[O:28])=[O:29])[cH:16][cH:17]1)[nH:10]2. Starting materials: N#Cc1cnc2cc(Br)ccc2c1Cl, CCOC(C)O, COc1cc(N)c(Cl)cc1Cl, Cl, c1ccncc1. Product: COc1cc(Nc2c(C#N)cnc3cc(Br)ccc23)c(Cl)cc1Cl. RXN SMILES: [Br:12][c:13]1[cH:14][cH:15][c:16]2[c:17]([Cl:25])[c:18]([C:23]#[N:24])[cH:19][n:20][c:21]2[cH:22]1.[CH2:33]([O:34][CH:35]([OH:36])[CH3:37])[CH3:38].[Cl:1][c:2]1[c:3]([NH2:4])[cH:5][c:6]([O:10][CH3:11])[c:7]([Cl:9])[cH:8]1.[ClH:26].[n:27]1[cH:28][cH:29][cH:30][cH:31][cH:32]1>>[Cl:1][c:2]1[c:3]([NH:4][c:17]2[c:16]3[cH:15][cH:14][c:13]([Br:12])[cH:22][c:21]3[n:20][cH:19][c:18]2[C:23]#[N:24])[cH:5][c:6]([O:10][CH3:11])[c:7]([Cl:9])[cH:8]1.